From a dataset of the Open Reaction Database (ORD), a public repository of structured organic reaction records. describe an organic reaction: reactants, conditions, products, and yield The reactants are CC(Cc1ccccc1)C1CC=C2C3=C(CCC21C)C1(C)CCC(OC(=O)c2ccccc2)C(C)(C)C1CC3, CO, C1CCOC1, [OH-], O. Product: CC(Cc1ccccc1)C1CC=C2C3=C(CCC21C)C1(C)CCC(O)C(C)(C)C1CC3. RXN SMILES: [C:2](=[O:3])([c:4]1[cH:5][cH:6][cH:7][cH:8][cH:9]1)[O:10][CH:11]1[C:12]([CH3:39])([CH3:40])[CH:13]2[CH2:14][CH2:15][C:16]3=[C:33]([CH2:32][CH2:31][C:30]4([CH3:38])[C:17]3=[CH:18][CH2:19][CH:20]4[CH:21]([CH2:22][c:23]3[cH:24][cH:25][cH:26][cH:27][cH:28]3)[CH3:29])[C:34]2([CH3:37])[CH2:35][CH2:36]1.[CH3:41][OH:42].[O:44]1[CH2:45][CH2:46][CH2:47][CH2:48]1.[OH-:1].[OH2:43]>>[OH:10][CH:11]1[C:12]([CH3:39])([CH3:40])[CH:13]2[CH2:14][CH2:15][C:16]3=[C:33]([CH2:32][CH2:31][C:30]4([CH3:38])[C:17]3=[CH:18][CH2:19][CH:20]4[CH:21]([CH2:22][c:23]3[cH:24][cH:25][cH:26][cH:27][cH:28]3)[CH3:29])[C:34]2([CH3:37])[CH2:35][CH2:36]1. The reactants are COC(=O)C1=CC=C2C=CNC2=C1 (1H-indole-6-carboxylic acid methyl ester), CS(=O)(=O)OCC=1C=NC(=CC1)OC ((6-methoxypyridin-3-yl)methyl methanesulfonate), [H-].[Na+] (NaH). Run in C(C)(=O)OCC (ethyl acetate), CN(C)C=O (DMF). Run at time 1 hour. The product is COC1=CC=C(C=N1)CN1C=CC2=CC=C(C=C12)C(=O)OC (methyl 1-((6-methoxypyridin-3-yl)methyl)-1H-indole-6-carboxylate). Isolated yield 74.0%. RXN SMILES: [CH3:1][O:2][C:3]([C:5]1[CH:13]=[C:12]2[C:8]([CH:9]=[CH:10][NH:11]2)=[CH:7][CH:6]=1)=[O:4].CS(O[CH2:19][C:20]1[CH:21]=[N:22][C:23]([O:26][CH3:27])=[CH:24][CH:25]=1)(=O)=O.[H-].[Na+]>CN(C=O)C.C(OCC)(=O)C>[CH3:27][O:26][C:23]1[N:22]=[CH:21][C:20]([CH2:19][N:11]2[C:12]3[C:8](=[CH:7][CH:6]=[C:5]([C:3]([O:2][CH3:1])=[O:4])[CH:13]=3)[CH:9]=[CH:10]2)=[CH:25][CH:24]=1 |f:2.3|. Procedure details: To a solution of 1H-indole-6-carboxylic acid methyl ester (0.54 g, 3.1 mmol) and (6-methoxypyridin-3-yl)methyl methanesulfonate (0.73 g, 3.4 mmol) in DMF (15 mL) was added NaH (0.9 g, 3.7 mmol). After stirring at room temperature for 1 hr, the solution was diluted with ethyl acetate (100 ml) and washed with water (100 ml). The organic layer was dried (MgSO4), filtered and concentrated. The remaining residue was subjected to flash chromatography (40% ethyl acetate/hexane) to provide 0.68 g (75%) ...